From a dataset of the Open Reaction Database (ORD), a public repository of structured organic reaction records. describe an organic reaction: reactants, conditions, products, and yield As a reaction SMILES: CO[C:3]1[CH:11]=[C:10](NC(C)=O)[C:9](S(C)=O)=[CH:8][C:4]=1[C:5](O)=[O:6].CC(C)=O.ClC(OCC(C)C)=O.C1([N:37]2CCCC2CN)CCCCC1>O.C(N(CC)CC)C>[C:5]([NH2:37])(=[O:6])[C:4]1[CH:8]=[CH:9][CH:10]=[CH:11][CH:3]=1. Procedure details: 81.3 g of 2-methoxy-4-acetamino-5-methylsulphinylbenzoic acid (0.30 mole), 600 ml of acetone, 120 ml of water and 41.7 ml of triethylamine with a density of 0.726 (0.30 mole) are placed in a 1 liter flask fitted with an agitator, a thermometer, a condenser and a dropping funnel. The mixture is cooled to 0° C. and 40.8 g of isobutyl chloroformate (0.30 mole) is poured in drop by drop. It is agitated for 30 minutes with the cooling bath removed, cooled to 0° C. again and 54.6 g of 1-cyclohexyl-2-a... Yield: 116.9%. Yields the product C(C1=CC=CC=C1)(=O)N (benzamide). Reactants: ClC(=O)OCC(C)C (isobutyl chloroformate), C1(CCCCC1)N1C(CCC1)CN (1-cyclohexyl-2-aminomethyl-pyrrolidine), COC1=C(C(=O)O)C=C(C(=C1)NC(=O)C)S(=O)C (2-methoxy-4-acetamino-5-methylsulphinylbenzoic acid), CC(=O)C (acetone), 0.726. Run at temperature 0 celsius, time 30 minute. Run in O (water), O (water), C(C)N(CC)CC (triethylamine).